This data is from the Open Reaction Database (ORD), a public repository of structured organic reaction records. The task is: describe an organic reaction: reactants, conditions, products, and yield The reactants are CC[SiH](CC)CC, CCOC(C)=O, O=C(CCl)c1c[nH]c2ncccc12, O=C(O)C(F)(F)F, [Na+], [Na+], O=C([O-])[O-]. The product is ClCCc1c[nH]c2ncccc12. Reaction SMILES: [CH2:14]([SiH:15]([CH2:16][CH3:17])[CH2:18][CH3:19])[CH3:20].[CH3:28][CH2:29][O:30][C:31]([CH3:32])=[O:33].[Cl:1][CH2:2][C:3](=[O:4])[c:5]1[cH:6][nH:7][c:8]2[n:9][cH:10][cH:11][cH:12][c:13]12.[F:21][C:22]([F:23])([F:24])[C:25]([OH:26])=[O:27].[Na+:34].[Na+:35].[O-:36][C:37](=[O:38])[O-:39]>>[Cl:1][CH2:2][CH2:3][c:5]1[cH:6][nH:7][c:8]2[n:9][cH:10][cH:11][cH:12][c:13]12. Conditions: temperature 55 celsius. Starting materials: C(C)(C)(C)OC(=O)COC(C1=CC=C(C=C1)O)=O (4-hydroxy-benzoic acid tert-butoxycarbonylmethyl ester), [OH-].[Li+] (lithium hydroxide), C(C)(=O)O (acetic acid). Solvent: O1CCCC1 (tetrahydrofuran). Product: C(=O)(O)COC(C1=CC=C(C=C1)O)=O (4-Hydroxy-benzoic acid carboxymethyl ester). As a reaction SMILES: C([O:5][C:6]([CH2:8][O:9][C:10](=[O:18])[C:11]1[CH:16]=[CH:15][C:14]([OH:17])=[CH:13][CH:12]=1)=[O:7])(C)(C)C.[OH-].[Li+].C(O)(=O)C>O1CCCC1>[C:6]([CH2:8][O:9][C:10](=[O:18])[C:11]1[CH:16]=[CH:15][C:14]([OH:17])=[CH:13][CH:12]=1)([OH:7])=[O:5] |f:1.2|. Procedure details: To a solution of 4-hydroxy-benzoic acid tert-butoxycarbonylmethyl ester 15 (18 grams, 71.42 mmol) in tetrahydrofuran (100 mL) is added 10% lithium hydroxide solution (35 mL). The mixture is heated at 50-60° C. for 1 hour. The reaction mass is cooled to room temperature, and the pH is adjusted to 4 with dilute acetic acid. The organic phase is separated and distilled to give crude 16, which can be purified in appropriate solvent.